From a dataset of the Open Reaction Database (ORD), a public repository of structured organic reaction records. describe an organic reaction: reactants, conditions, products, and yield Reactants: CC=1NC=CN1 (2-methylimidazole), ClC=1N=C(C2=C(N1)SC(=C2C)C)NCC2=CC(=C(C=C2)OC)Cl (2-chloro-5,6-dimethyl-4-(3-chloro-4-methoxybenzylamino)-thieno-[2,3-d]-pyrimidine). Yields the product CC=1N(C=CN1)C=1N=C(C2=C(N1)SC(=C2C)C)NCC2=CC(=C(C=C2)OC)Cl (2-(2-methylimidazol-1-yl)-5,6-dimethyl-4-(3-chloro-4-methoxybenzylamino)-thieno-[2,3-d]-pyrimidine). RXN SMILES: [CH3:1][C:2]1[NH:3][CH:4]=[CH:5][N:6]=1.Cl[C:8]1[N:9]=[C:10]([NH:19][CH2:20][C:21]2[CH:26]=[CH:25][C:24]([O:27][CH3:28])=[C:23]([Cl:29])[CH:22]=2)[C:11]2[C:16]([CH3:17])=[C:15]([CH3:18])[S:14][C:12]=2[N:13]=1>>[CH3:1][C:2]1[N:3]([C:8]2[N:9]=[C:10]([NH:19][CH2:20][C:21]3[CH:26]=[CH:25][C:24]([O:27][CH3:28])=[C:23]([Cl:29])[CH:22]=3)[C:11]3[C:16]([CH3:17])=[C:15]([CH3:18])[S:14][C:12]=3[N:13]=2)[CH:4]=[CH:5][N:6]=1. Procedure details: Following the procedure of Example 97, the reaction of 2-methylimidazole with 2-chloro-5,6-dimethyl-4-(3-chloro-4-methoxybenzylamino)-thieno-[2,3-d]-pyrimidine gives 2-(2-methylimidazol-1-yl)-5,6-dimethyl-4-(3-chloro-4-methoxybenzylamino)-thieno-[2,3-d]-pyrimidine.